From a dataset of the Open Reaction Database (ORD), a public repository of structured organic reaction records. describe an organic reaction: reactants, conditions, products, and yield Yields the product CN(C)C[C@@H]1CCC=2C=CC(=CC2C1)N ((7R*)-7-[(dimethylamino)methyl]-5,6,7,8-tetrahydronaphthalen-2-amine), CN(C)C[C@H]1CCC=2C=CC(=CC2C1)N ((7S*)-7-[(dimethylamino)methyl]-5,6,7,8-tetrahydronaphthalen-2-amine). Starting materials: CN(C)CC1CCC=2C=CC(=CC2C1)N (7-[(Dimethylamino)methyl]-5,6,7,8-tetrahydronaphthalen-2-amine), CCCCCC.C(C)(C)O.C(C)NCC (hexane isopropanol diethylamine). Procedure: 7-[(Dimethylamino)methyl]-5,6,7,8-tetrahydronaphthalen-2-amine was optically resolved, using CHIRALPAK AD-H (20 mm×250 mm) (hexane/isopropanol/diethylamine=85/15/0.1) to obtain 237 mg of (7R*)-7-[(dimethylamino)methyl]-5,6,7,8-tetrahydronaphthalen-2-amine, and 243 mg of (7S*)-7-[(dimethylamino)methyl]-5,6,7,8-tetrahydronaphthalen-2-amine. As a reaction SMILES: [CH3:1][N:2]([CH2:4][CH:5]1[CH2:14][C:13]2[CH:12]=[C:11]([NH2:15])[CH:10]=[CH:9][C:8]=2[CH2:7][CH2:6]1)[CH3:3].CCCCCC.C(O)(C)C.C(NCC)C>>[CH3:3][N:2]([CH2:4][C@H:5]1[CH2:14][C:13]2[CH:12]=[C:11]([NH2:15])[CH:10]=[CH:9][C:8]=2[CH2:7][CH2:6]1)[CH3:1].[CH3:3][N:2]([CH2:4][C@@H:5]1[CH2:14][C:13]2[CH:12]=[C:11]([NH2:15])[CH:10]=[CH:9][C:8]=2[CH2:7][CH2:6]1)[CH3:1] |f:1.2.3|.